This data is from the Open Reaction Database (ORD), a public repository of structured organic reaction records. The task is: describe an organic reaction: reactants, conditions, products, and yield Starting materials: C(C)(C)(C)OC(=O)N[C@H](C(=O)O)[C@H](C)NC1=C(C=CC(=C1)C#N)[N+](=O)[O-] ((2S,3S)-2-(tert-butoxycarbonyl amino)-3-(5-cyano-2-nitrophenylamino)butanoic acid), PdC. The solvent is CO (MeOH), CCOC(=O)C (EtOAc). Conditions: time 4 hour. Product: NC1=C(C=C(C=C1)C#N)N[C@H]([C@@H](C(=O)O)NC(=O)OC(C)(C)C)C ((2S,3S)-3-(2-amino-5-cyanophenylamino)-2-(tert-butoxycarbonylamino)butanoic acid). Isolated yield 99.7%. Reaction SMILES: [C:1]([O:5][C:6]([NH:8][C@@H:9]([C@@H:13]([NH:15][C:16]1[CH:21]=[C:20]([C:22]#[N:23])[CH:19]=[CH:18][C:17]=1[N+:24]([O-])=O)[CH3:14])[C:10]([OH:12])=[O:11])=[O:7])([CH3:4])([CH3:3])[CH3:2]>CO.CCOC(C)=O>[NH2:24][C:17]1[CH:18]=[CH:19][C:20]([C:22]#[N:23])=[CH:21][C:16]=1[NH:15][C@@H:13]([CH3:14])[C@H:9]([NH:8][C:6]([O:5][C:1]([CH3:4])([CH3:3])[CH3:2])=[O:7])[C:10]([OH:12])=[O:11]. Procedure: A mixture of (2S,3S)-2-(tert-butoxycarbonyl amino)-3-(5-cyano-2-nitrophenylamino)butanoic acid (5.35 g, 14.7 mmol) and PdC (10% dry basis, wet, 50% water) (535 mg, 251 μmol) in MeOH (60 ml) and EtOAc (60 ml) was shaken under H2 (50 PSI) for 4 h, then filtered through a bed of celite and concentrated to afford (2S,3S)-3-(2-amino-5-cyanophenylamino)-2-(tert-butoxycarbonylamino)butanoic acid (4.9 g, quant.) as a dark brown solid. Reactants: BrC=1C=C2C(=CC1)OC(CC21N=C(N(C1=O)CCC1CC1)SCCC1CC1)C1=CC=CC=C1 (6-bromo-1′-(2-cyclopropylethyl)-2′-(2-cyclopropylethylthio)-2-phenylspiro[chroman-4,4′-imidazol]-5′(1′H)-one), [NH4+].[I-] (NH4I), N.CCO (NH3 EtOH). The product is NC=1N(C(C2(N1)CC(OC1=CC=C(C=C12)Br)C1=CC=CC=C1)=O)CCC1CC1 (2′-amino-6-bromo-1′-(2-cyclopropylethyl)-2-phenylspiro[chroman-4,4′-imidazol]-5′(1′H)-one). The yield is 23.9%. RXN SMILES: [Br:1][C:2]1[CH:3]=[C:4]2[C:11]3([C:15](=[O:16])[N:14]([CH2:17][CH2:18][CH:19]4[CH2:21][CH2:20]4)[C:13](SCCC4CC4)=[N:12]3)[CH2:10][CH:9]([C:28]3[CH:33]=[CH:32][CH:31]=[CH:30][CH:29]=3)[O:8][C:5]2=[CH:6][CH:7]=1.[NH4+:34].[I-].N.CCO>>[NH2:34][C:13]1[N:14]([CH2:17][CH2:18][CH:19]2[CH2:21][CH2:20]2)[C:15](=[O:16])[C:11]2([C:4]3[C:5](=[CH:6][CH:7]=[C:2]([Br:1])[CH:3]=3)[O:8][CH:9]([C:28]3[CH:33]=[CH:32][CH:31]=[CH:30][CH:29]=3)[CH2:10]2)[N:12]=1 |f:1.2,3.4|. Reported procedure: A solution of 6-bromo-1′-(2-cyclopropylethyl)-2′-(2-cyclopropylethylthio)-2-phenylspiro[chroman-4,4′-imidazol]-5′(1′H)-one (40 mg, 0.076 mmol), and NH4I (22 mg, 0.153 mmol) in a solution of NH3/EtOH (4 mL, 1.5 N) was heated at 110° C. in a tube in a microwave reactor for 2-2.5 h. After cooling, the mixture was concentrated in vacuo to give a residue, which was purified by preparative TLC to afford 2′-amino-6-bromo-1′-(2-cyclopropylethyl)-2-phenylspiro[chroman-4,4′-imidazol]-5′(1′H)-one (8 mg, 24...